Dataset: the Open Reaction Database (ORD), a public repository of structured organic reaction records. Task: describe an organic reaction: reactants, conditions, products, and yield Reactants: N1(CCCC1)CC1NCCCC1O (2-(Pyrrolidinylmethyl)-3-piperidinol), hydrochloride salt, ClC=1C=C(C=CC1Cl)CC(=O)O (3,4-dichlorophenylacetic acid), C(=O)(N1C=NC=C1)N1C=NC=C1 (1,1'-carbonyldiimidazole). Run in O1CCCC1 (tetrahydrofuran), O1CCCC1 (tetrahydrofuran). Reaction conditions: time 16 hour. Yields the product Cl.ClC=1C=C(C=CC1Cl)CC(=O)N1[C@H]([C@@H](CCC1)O)CN1CCCC1 (trans-1-[(3,4-Dichlorophenyl)acetyl]-2-(1-pyrrolidinylmethyl)-3-piperidinol hydrochloride). RXN SMILES: [Cl:1][C:2]1[CH:3]=[C:4]([CH2:9][C:10]([OH:12])=O)[CH:5]=[CH:6][C:7]=1[Cl:8].C(N1C=CN=C1)(N1C=CN=C1)=O.[N:25]1([CH2:30][CH:31]2[CH:36]([OH:37])[CH2:35][CH2:34][CH2:33][NH:32]2)[CH2:29][CH2:28][CH2:27][CH2:26]1>O1CCCC1>[ClH:1].[Cl:1][C:2]1[CH:3]=[C:4]([CH2:9][C:10]([N:32]2[CH2:33][CH2:34][CH2:35][C@@H:36]([OH:37])[C@@H:31]2[CH2:30][N:25]2[CH2:26][CH2:27][CH2:28][CH2:29]2)=[O:12])[CH:5]=[CH:6][C:7]=1[Cl:8] |f:4.5|. Reported procedure: A solution of 3,4-dichlorophenylacetic acid (4.45 g) and 1,1'-carbonyldiimidazole (4.16 g) in dry tetrahydrofuran (60 ml) was stirred at room temperature for 20 min before adding a solution of the product of stage (i) (4.0 g, 60:40 mixture of trans:cis isomers) in dry tetrahydrofuran. This solution was stirred for 16 h under nitrogen and concentrated in vacuo. Column chromatography of the residue on UGI alumina (10 cm diameter, 20 cm length) with graded elution from dichloromethane to dichlorome... The reactants are O=C(CNC(=O)C1=CC=C(C=C1)C1=CC=CC=C1)N1CCNCC1 (Biphenyl-4-carboxylic acid (2-oxo-2-piperazin-1-yl-ethyl)-amide), CCN(C(C)C)C(C)C (DIPEA), BrC1=C(C(=O)O)C=C(C=C1)[N+](=O)[O-] (2-bromo-5-nitro-benzoic acid), C=1C=CC2=C(C1)N=NN2O (HOBT), CCN=C=NCCCN(C)C (EDCI). Solvent: O (water), CN(C)C=O (DMF). Reaction conditions: time 2 minute. Product: BrC1=C(C(=O)N2CCN(CC2)C(CNC(=O)C2=CC=C(C=C2)C2=CC=CC=C2)=O)C=C(C=C1)[N+](=O)[O-] (biphenyl-4-carboxylic acid {2-[4-(2-bromo-5-nitro-benzoyl)-piperazin-1-yl]-2-oxo-ethyl}-amide). Yield: 39.4%. RXN SMILES: CCN(C(C)C)C(C)C.[Br:10][C:11]1[CH:19]=[CH:18][C:17]([N+:20]([O-:22])=[O:21])=[CH:16][C:12]=1[C:13]([OH:15])=O.C1C=CC2N(O)N=NC=2C=1.CCN=C=NCCCN(C)C.[O:44]=[C:45]([N:62]1[CH2:67][CH2:66][NH:65][CH2:64][CH2:63]1)[CH2:46][NH:47][C:48]([C:50]1[CH:55]=[CH:54][C:53]([C:56]2[CH:61]=[CH:60][CH:59]=[CH:58][CH:57]=2)=[CH:52][CH:51]=1)=[O:49]>CN(C=O)C.O>[Br:10][C:11]1[CH:19]=[CH:18][C:17]([N+:20]([O-:22])=[O:21])=[CH:16][C:12]=1[C:13]([N:65]1[CH2:64][CH2:63][N:62]([C:45](=[O:44])[CH2:46][NH:47][C:48]([C:50]2[CH:55]=[CH:54][C:53]([C:56]3[CH:61]=[CH:60][CH:59]=[CH:58][CH:57]=3)=[CH:52][CH:51]=2)=[O:49])[CH2:67][CH2:66]1)=[O:15]. Procedure: DIPEA (230 mg, 0.33 mL, 1.8 mmol) was added to a stirred solution of 2-bromo-5-nitro-benzoic acid (114 mg, 0.46 mmol) in DMF (2 mL). HOBT (93 mg, 0.69 mmol) and EDCI (220 mg, 1.15 mmol) were then added at room temperature. After 2 minutes, Biphenyl-4-carboxylic acid (2-oxo-2-piperazin-1-yl-ethyl)-amide (150 mg, 0.46 mmol) was added and the resulting mixture was stirred at room temperature overnight. Cold water was then added and the product was extracted with EtOAc and the organic layer was wash... The reactants are CC(=O)O[BH-](OC(C)=O)OC(C)=O, CC(C)(C)OC(=O)N1CC(=O)C1, CC1(C)CNCCO1, ClCCl, [Na+]. Yields the product CC(C)(C)OC(=O)N1CC(N2CCOC(C)(C)C2)C1. Reaction SMILES: [C:21]([O:22][BH-:23]([O:24][C:25](=[O:26])[CH3:27])[O:28][C:29](=[O:30])[CH3:31])(=[O:32])[CH3:33].[C:9]([CH3:10])([CH3:11])([CH3:12])[O:13][C:14](=[O:15])[N:16]1[CH2:17][C:18](=[O:20])[CH2:19]1.[CH3:1][C:2]1([CH3:8])[O:3][CH2:4][CH2:5][NH:6][CH2:7]1.[Cl:35][CH2:36][Cl:37].[Na+:34]>>[CH3:1][C:2]1([CH3:8])[O:3][CH2:4][CH2:5][N:6]([CH:18]2[CH2:17][N:16]([C:14]([O:13][C:9]([CH3:10])([CH3:11])[CH3:12])=[O:15])[CH2:19]2)[CH2:7]1.